From a dataset of the Open Reaction Database (ORD), a public repository of structured organic reaction records. describe an organic reaction: reactants, conditions, products, and yield Starting materials: ClC1=CC(=NC=N1)NC1=CC=C(C=C1)P(=O)(C)C (6-chloro-N-[4-(dimethylphosphoryl)phenyl]pyrimidin-4-amine), C12(CC3CC(CC(C1)C3)C2)CN (1-adamantanemethylamine). Yields the product CP(=O)(C)C1=CC=C(C=C1)NC1=NC=NC(=C1)NCC12CC3CC(CC(C1)C3)C2 (N-[4-(dimethylphosphoryl)phenyl]-N′-(tricyclo[3.3.1.13,7]dec-1-ylmethyl)pyrimidine-4,6-diamine). Reaction SMILES: Cl[C:2]1[N:7]=[CH:6][N:5]=[C:4]([NH:8][C:9]2[CH:14]=[CH:13][C:12]([P:15]([CH3:18])([CH3:17])=[O:16])=[CH:11][CH:10]=2)[CH:3]=1.[C:19]12([CH2:29][NH2:30])[CH2:28][CH:23]3[CH2:24][CH:25]([CH2:27][CH:21]([CH2:22]3)[CH2:20]1)[CH2:26]2>>[CH3:17][P:15]([C:12]1[CH:13]=[CH:14][C:9]([NH:8][C:4]2[CH:3]=[C:2]([NH:30][CH2:29][C:19]34[CH2:28][CH:23]5[CH2:22][CH:21]([CH2:27][CH:25]([CH2:24]5)[CH2:26]3)[CH2:20]4)[N:7]=[CH:6][N:5]=2)=[CH:10][CH:11]=1)([CH3:18])=[O:16]. Reported procedure: The compound is prepared as in Example 59 by reacting 6-chloro-N-[4-(dimethylphosphoryl)phenyl]pyrimidin-4-amine with 1-adamantanemethylamine. Reactants: NC(=O)NCC=1C=C(C=CC1)CNC([C@H](NC(C(C1=CC=CC=C1)C1=CC=CC=C1)=O)CCCNC(=N[N+](=O)[O-])N)=O ((R)N-[[3-(aminocarbonylaminomethyl)phenyl]methyl]-N5 -[amino(nitroimino]methyl]-N2 -(diphenylacetyl)-ornithinamide), C(C)(=O)O (acetic acid). Reagents/catalysts: [Pd] (palladium black). Product: NC(=O)NCC=1C=C(C=CC1)CNC([C@H](NC(C(C1=CC=CC=C1)C1=CC=CC=C1)=O)CCCNC(N)=N)=O.C(C)(=O)[O-] ((R)-N-[[3-(Aminocarbonylaminomethyl)phenyl]methyl]-N2 -(diphenylacetyl)-argininamide acetate). The yield is 42.0%. As a reaction SMILES: [NH2:1][C:2]([NH:4][CH2:5][C:6]1[CH:7]=[C:8]([CH2:12][NH:13][C:14](=[O:42])[C@@H:15]([CH2:32][CH2:33][CH2:34][NH:35][C:36]([NH2:41])=[N:37][N+]([O-])=O)[NH:16][C:17](=[O:31])[CH:18]([C:25]2[CH:30]=[CH:29][CH:28]=[CH:27][CH:26]=2)[C:19]2[CH:24]=[CH:23][CH:22]=[CH:21][CH:20]=2)[CH:9]=[CH:10][CH:11]=1)=[O:3].[C:43]([OH:46])(=[O:45])[CH3:44]>[Pd]>[NH2:1][C:2]([NH:4][CH2:5][C:6]1[CH:7]=[C:8]([CH2:12][NH:13][C:14](=[O:42])[C@@H:15]([CH2:32][CH2:33][CH2:34][NH:35][C:36](=[NH:37])[NH2:41])[NH:16][C:17](=[O:31])[CH:18]([C:25]2[CH:26]=[CH:27][CH:28]=[CH:29][CH:30]=2)[C:19]2[CH:24]=[CH:23][CH:22]=[CH:21][CH:20]=2)[CH:9]=[CH:10][CH:11]=1)=[O:3].[C:43]([O-:46])(=[O:45])[CH3:44] |f:3.4|. Reported procedure: Prepared analogously to Example 4c) from (R)N-[[3-(aminocarbonylaminomethyl)phenyl]methyl]-N5 -[amino(nitroimino]methyl]-N2 -(diphenylacetyl)-ornithinamide by catalytic hydrogenation in the presence of palladium black and 80% acetic acid in a yield of 42% of theory. Reactants: CC1(C)C2CCC(C2)C1CCC(=O)CCC1C2CCC(C2)C1(C)C, Cc1ccccc1, NCCCN, O. The product is CC1(C)C2CCC(C2)C1CCC(CCC1C2CCC(C2)C1(C)C)NCCCN. RXN SMILES: [CH3:1][C:2]1([CH3:24])[CH:3]([CH2:9][CH2:10][C:11]([CH2:12][CH2:13][CH:14]2[CH:15]3[CH2:16][CH2:17][CH:18]([C:19]2([CH3:20])[CH3:21])[CH2:22]3)=[O:23])[CH:4]2[CH2:5][CH2:6][CH:7]1[CH2:8]2.[CH3:30][c:31]1[cH:32][cH:33][cH:34][cH:35][cH:36]1.[NH2:25][CH2:26][CH2:27][CH2:28][NH2:29].[OH2:37]>>[CH3:1][C:2]1([CH3:24])[CH:3]([CH2:9][CH2:10][CH:11]([CH2:12][CH2:13][CH:14]2[CH:15]3[CH2:16][CH2:17][CH:18]([C:19]2([CH3:20])[CH3:21])[CH2:22]3)[NH:25][CH2:26][CH2:27][CH2:28][NH2:29])[CH:4]2[CH2:5][CH2:6][CH:7]1[CH2:8]2.